Dataset: the Open Reaction Database (ORD), a public repository of structured organic reaction records. Task: describe an organic reaction: reactants, conditions, products, and yield Reactants: CC(C)(C)OC(=O)N(Cc1ccccc1)C(C=O)Cc1ccccc1, [Li]CCCC, C1CCOC1, ClCI. The product is CC(C)(C)OC(=O)N(Cc1ccccc1)C(Cc1ccccc1)C1CO1. Reaction SMILES: [C:1]([CH3:2])([CH3:3])([CH3:4])[O:5][C:6](=[O:7])[N:8]([CH:9]([CH2:10][c:11]1[cH:12][cH:13][cH:14][cH:15][cH:16]1)[CH:17]=[O:18])[CH2:19][c:20]1[cH:21][cH:22][cH:23][cH:24][cH:25]1.[CH2:29]([Li:30])[CH2:31][CH2:32][CH3:33].[CH2:34]1[O:35][CH2:36][CH2:37][CH2:38]1.[Cl:26][CH2:27][I:28]>>[C:1]([CH3:2])([CH3:3])([CH3:4])[O:5][C:6](=[O:7])[N:8]([CH:9]([CH2:10][c:11]1[cH:12][cH:13][cH:14][cH:15][cH:16]1)[CH:17]1[O:18][CH2:27]1)[CH2:19][c:20]1[cH:21][cH:22][cH:23][cH:24][cH:25]1. Reaction SMILES: Br[CH2:2][C:3]([C@@H:5]1[CH2:7][C@@H:6]1[C:8]1[CH:17]=[CH:16][C:15]2[C:10](=[CH:11][CH:12]=[CH:13][CH:14]=2)[N:9]=1)=O.[Cl:18][C:19]1[N:24]=[N:23][C:22]([NH2:25])=[C:21]([N:26]2[CH2:31][CH2:30][O:29][CH2:28][CH2:27]2)[CH:20]=1>CN(C=O)C.C(Cl)Cl>[Cl:18][C:19]1[CH:20]=[C:21]([N:26]2[CH2:31][CH2:30][O:29][CH2:28][CH2:27]2)[C:22]2[N:23]([CH:2]=[C:3]([C@@H:5]3[CH2:7][C@@H:6]3[C:8]3[CH:17]=[CH:16][C:15]4[C:10](=[CH:11][CH:12]=[CH:13][CH:14]=4)[N:9]=3)[N:25]=2)[N:24]=1. The solvent is CN(C)C=O (DMF), C(Cl)Cl (DCM). Reaction conditions: time 48 hour. Reactants: BrCC(=O)[C@H]1[C@H](C1)C1=NC2=CC=CC=C2C=C1 (2-Bromo-1-((1R,2S)-2-(quinolin-2-yl)cyclopropyl)ethanone), ClC1=CC(=C(N=N1)N)N1CCOCC1 (6-Chloro-4-morpholinopyridazin-3-amine). Product: ClC=1C=C(C=2N(N1)C=C(N2)[C@H]2[C@H](C2)C2=NC1=CC=CC=C1C=C2)N2CCOCC2 (4-(6-Chloro-2-((1R,2S)-2-(quinolin-2-yl)cyclopropyl)imidazo[1,2-b]pyridazin-8-yl)morpholine). Reported procedure: Compound 79c (67 mg, 0.23 mmol) was dissolved in DMF (2 mL) and compound 19a (50 mg, 0.23 mmol) was added in one portion. The reaction was allowed to stir for 48 h under an argon atmosphere, at which time it was diluted with DCM (50 mL) and washed with saturated sodium bicarbonate (50 mL). The organic layer was concentrated under reduced pressure and then purified by preparative TLC (5% MeOH/DCM) to afford compound 79d. Mass spectrum (LCMS, ESI pos.) Calcd. For C22H20ClN5O 406.1 (M+H). found 406... Starting materials: O=C([C@H](O)[C@@H](O)[C@@H](O)[C@H](O)C(=O)O)O (galactaric acid), N1=CC(=CC=C1)CC12CCC(CC1)N2 ((3-pyridylmethyl)-7-azabicyclo[2.2.1]heptane). Reagents/catalysts: O (water). Solvent: CO (methanol). Reaction conditions: temperature 50 celsius. Product: O=C([C@H](O)[C@@H](O)[C@@H](O)[C@H](O)C(=O)O)O.N1=CC(=CC=C1)CC12CCC(CC1)N2.N2=CC(=CC=C2)CC21CCC(CC2)N1 ((3-pyridylmethyl)-7-azabicyclo[2.2.1]heptane hemigalactarate). The yield is 113.6%. As a reaction SMILES: [O:1]=[C:2]([OH:14])[C@@H:3]([C@H:5]([C@H:7]([C@@H:9]([C:11]([OH:13])=[O:12])[OH:10])[OH:8])[OH:6])[OH:4].[N:15]1[CH:20]=[CH:19][CH:18]=[C:17]([CH2:21][C:22]23[NH:28][CH:25]([CH2:26][CH2:27]2)[CH2:24][CH2:23]3)[CH:16]=1>CO.O>[O:1]=[C:2]([OH:14])[C@@H:3]([C@H:5]([C@H:7]([C@@H:9]([C:11]([OH:13])=[O:12])[OH:10])[OH:8])[OH:6])[OH:4].[N:15]1[CH:20]=[CH:19][CH:18]=[C:17]([CH2:21][C:22]23[NH:28][CH:25]([CH2:26][CH2:27]2)[CH2:24][CH2:23]3)[CH:16]=1.[N:15]1[CH:16]=[CH:17][CH:18]=[C:3]([CH2:5][C:7]23[NH:15][CH:16]([CH2:17][CH2:18]2)[CH2:11][CH2:9]3)[CH:2]=1 |f:4.5.6|. Reported procedure: A suspension of galactaric acid (19 mg, 0.09 mmol) in methanol (2 mL) was added to 2-((3-pyridylmethyl)-7-azabicyclo[2.2.1]heptane (34 mg, 0.18 mmol). Three drops of water were added and the mixture was heated to 50° C. followed by sonication. This produced a clear solution, which was filtered through a glass wool plug while still warm. The plug was washed with hot methanol and the combined filtrates were rotary evaporated to reveal a solid. This was recrystallized from ethanol to give 2-((3-pyr... Starting materials: CC(C)CCCC(C)C1CCC2C3CC=C4CC(OC(=O)NCC(=O)O)CCC4(C)C3CCC12C, C(=NC1CCCCC1)=NC1CCCCC1, ClCCNCCCl, C1CCOC1. The product is CC(C)CCCC(C)C1CCC2C3CC=C4CC(OC(=O)NCC(=O)N(CCCl)CCCl)CCC4(C)C3CCC12C. Reaction SMILES: [CH3:1][CH:2]([CH3:3])[CH2:4][CH2:5][CH2:6][CH:7]([CH3:8])[CH:9]1[CH2:10][CH2:11][CH:12]2[CH:13]3[CH2:14][CH:15]=[C:16]4[CH2:17][CH:18]([O:28][C:29](=[O:30])[NH:31][CH2:32][C:33](=[O:34])[OH:35])[CH2:19][CH2:20][C:21]4([CH3:22])[CH:23]3[CH2:24][CH2:25][C:26]12[CH3:27].[CH:43]1([N:44]=[C:45]=[N:46][CH:47]2[CH2:48][CH2:49][CH2:50][CH2:51][CH2:52]2)[CH2:53][CH2:54][CH2:55][CH2:56][CH2:57]1.[Cl:36][CH2:37][CH2:38][NH:39][CH2:40][CH2:41][Cl:42].[O:58]1[CH2:59][CH2:60][CH2:61][CH2:62]1>>[CH3:1][CH:2]([CH3:3])[CH2:4][CH2:5][CH2:6][CH:7]([CH3:8])[CH:9]1[CH2:10][CH2:11][CH:12]2[CH:13]3[CH2:14][CH:15]=[C:16]4[CH2:17][CH:18]([O:28][C:29](=[O:30])[NH:31][CH2:32][C:33](=[O:34])[N:39]([CH2:38][CH2:37][Cl:36])[CH2:40][CH2:41][Cl:42])[CH2:19][CH2:20][C:21]4([CH3:22])[CH:23]3[CH2:24][CH2:25][C:26]12[CH3:27]. The reactants are COC=1C(=C(C=CC1)B(O)O)C(F)(F)F ([3-methoxy-2-(trifluoromethyl)phenyl]boronic acid), Cl (hydrochloric acid), COC1=C(C=CC=C1)C(F)(F)F (1-methoxy-2-(trifluoromethyl)benzene), [Li]CCCC (n-BuLi), CC(C)OB(OC(C)C)OC(C)C (tris(1-methylethyl)borate). Conditions: time 1 hour. The product is COC1=C(C=CC=C1C(F)(F)F)B(O)O ([2-methoxy-3-(trifluoromethyl)phenyl]boronic acid). Procedure details: To a solution of 1-methoxy-2-(trifluoromethyl)benzene (6.30 g, 35.8 mmol) in THF (150 mL) was added n-BuLi (21.0 ml, 2.50 M hexane solution, 53.7 mmol), and the mixture was stirred at room temperature for 1 hr. The solution was cooled to −78° C., tris(1-methylethyl)borate (8.08 g, 43.0 mmol) was added, and the mixture was stirred at −78° C. for 0.5 hr. The reaction solution was allowed to cool to room temperature and stirred for 16 hr. The mixture was acidified with 1M hydrochloric acid and extr... Reaction SMILES: [CH3:1][O:2][C:3]1[CH:8]=[CH:7][CH:6]=[CH:5][C:4]=1[C:9]([F:12])([F:11])[F:10].[Li]CCCC.CC([O:21][B:22](OC(C)C)[O:23]C(C)C)C.Cl.COC1C(C(F)(F)F)=C(B(O)O)C=CC=1>C1COCC1>[CH3:1][O:2][C:3]1[C:4]([C:9]([F:10])([F:11])[F:12])=[CH:5][CH:6]=[CH:7][C:8]=1[B:22]([OH:23])[OH:21]. Run in C1CCOC1 (THF). Yield: 82.8%. Product: NC1=CC=C(OC=2C(=CC(=C(C2)N2N=NN(C2=O)CCCF)F)Cl)C=C1 (1-[5-(4-aminophenoxy)-4-chloro-2-fluorophenyl]-4-(3-fluoropropyl)-1,4-dihydro-5H-tetrazol-5-one). Reagents/catalysts: [Fe] (iron). Reaction SMILES: [Cl:1][C:2]1[C:7]([O:8][C:9]2[CH:14]=[CH:13][C:12]([N+:15]([O-])=O)=[CH:11][CH:10]=2)=[CH:6][C:5]([N:18]2[C:22](=[O:23])[N:21]([CH2:24][CH2:25][CH2:26][F:27])[N:20]=[N:19]2)=[C:4]([F:28])[CH:3]=1>C(O)(=O)C.O.[Fe]>[NH2:15][C:12]1[CH:11]=[CH:10][C:9]([O:8][C:7]2[C:2]([Cl:1])=[CH:3][C:4]([F:28])=[C:5]([N:18]3[C:22](=[O:23])[N:21]([CH2:24][CH2:25][CH2:26][F:27])[N:20]=[N:19]3)[CH:6]=2)=[CH:14][CH:13]=1. Solvent: C(C)(=O)O (acetic acid), O (water). The reactants are ClC1=CC(=C(C=C1OC1=CC=C(C=C1)[N+](=O)[O-])N1N=NN(C1=O)CCCF)F (1-[4-chloro-2-fluoro-5-(4-nitrophenoxy)phenyl]-4-(3-fluoropropyl)-1,4-dihydro-5H-tetrazol-5-one). Procedure: 1-(4-chloro-2-fluoro-5-hydroxyphenyl)-4-(3-fluoropropyl)-1,4-dihydro-5H-tetrazol-5-one is etherified with 4-fluoronitrobenzene in the presence of potassium carbonate in N,N-dimethylformamide to form 1-[4-chloro-2-fluoro-5-(4-nitrophenoxy)phenyl]-4-(3-fluoropropyl)-1,4-dihydro-5H-tetrazol-5-one (Compound A). Compound A is then reduced with iron powder in acetic acid and water to produce 1-[5-(4-aminophenoxy)-4-chloro-2-fluorophenyl]-4-(3-fluoropropyl)-1,4-dihydro-5H-tetrazol-5-one (Compound B). A... The reactants are C(C=C)C1C(CCCCCCCCCC1)=O (2-(2-propenyl)-cyclododecanone), CC([O-])C.[Al+3].CC([O-])C.CC([O-])C (aluminum isopropoxide), CC(=O)C (acetone). Solvent: C(C)(C)O (isopropanol), C(C)(C)O (isopropanol). Yields the product C(C=C)C1C(CCCCCCCCCC1)O (2-(2-propenyl)-cyclododecanol). The yield is 95.0%. RXN SMILES: CC(C)[O-].[Al+3].CC(C)[O-].CC(C)[O-].[CH2:14]([CH:17]1[CH2:28][CH2:27][CH2:26][CH2:25][CH2:24][CH2:23][CH2:22][CH2:21][CH2:20][CH2:19][C:18]1=[O:29])[CH:15]=[CH2:16].CC(C)=O>C(O)(C)C>[CH2:14]([CH:17]1[CH2:28][CH2:27][CH2:26][CH2:25][CH2:24][CH2:23][CH2:22][CH2:21][CH2:20][CH2:19][CH:18]1[OH:29])[CH:15]=[CH2:16] |f:0.1.2.3|. Reported procedure: 0.1 mole of aluminum isopropoxide in 500 ml of isopropanol is placed in a three-necked flask provided with a stirrer and a Vigreux column. The mixture is refluxed. A 25% by weight solution of 2-(2-propenyl)-cyclododecanone in isopropanol is added dropwise to the boiling reaction mixture, over a period of 12 hours. The acetone produced, which serves at the same time as indicator for the progress of the reaction, is collected at the top of the column. After approximately a further hour of refluxin... The reactants are COC1=NC=C(C=C1N)B1OC(C(O1)(C)C)(C)C (2-(methyloxy)-5-(4,4,5,5-tetramethyl-1,3,2-dioxaborolan-2-yl)-3-pyridinamine), CS(=O)(=O)Cl (methanesulphonyl chloride). Solvent: N1=CC=CC=C1 (pyridine). Run at temperature 20 celsius, time 18 hour. Product: COC1=NC=C(C=C1NS(=O)(=O)C)B1OC(C(O1)(C)C)(C)C (N-[2-(Methyloxy)-5-(4,4,5,5-tetramethyl-1,3,2-dioxaborolan-2-yl)-3-pyridinyl]methanesulfonamide). The yield is 70.1%. As a reaction SMILES: [CH3:1][O:2][C:3]1[C:8]([NH2:9])=[CH:7][C:6]([B:10]2[O:14][C:13]([CH3:16])([CH3:15])[C:12]([CH3:18])([CH3:17])[O:11]2)=[CH:5][N:4]=1.[CH3:19][S:20](Cl)(=[O:22])=[O:21]>N1C=CC=CC=1>[CH3:1][O:2][C:3]1[C:8]([NH:9][S:20]([CH3:19])(=[O:22])=[O:21])=[CH:7][C:6]([B:10]2[O:14][C:13]([CH3:16])([CH3:15])[C:12]([CH3:18])([CH3:17])[O:11]2)=[CH:5][N:4]=1. Procedure details: To a solution of 2-(methyloxy)-5-(4,4,5,5-tetramethyl-1,3,2-dioxaborolan-2-yl)-3-pyridinamine (0.5 g, 1.999 mmol) in pyridine (5 ml) was added methanesulphonyl chloride (0.309 ml, 4.00 mmol) and the mixture stirred at 20° C. for 18 hr when the solvent was removed in vacuo. The residue was partitioned between saturated sodium bicarbonate solution (10 ml) and dichloromethane (20 ml), separated by hydrophobic frit and purified by silica (70 g) cartridge on Flashmaster II using a gradient of dichlor...